This data is from the Open Reaction Database (ORD), a public repository of structured organic reaction records. The task is: describe an organic reaction: reactants, conditions, products, and yield Reactants: C1=CNC=2C=CC3=C(C12)C(CC3)C(=O)O (3,6,7,8-Tetrahydrocyclopent[e]indole-8-carboxylic acid), ClC1=CC=C2C(=CNC2=C1)C=1CCNCC1 (6-chloro-3-(1,2,3,6-tetrahydropyridin-4-yl)-1-H-indole), C1(CCCCC1)N=C=NC1CCCCC1 (dicyclohexylcarbodiimid). The reagents and catalysts are CN(C1=CC=NC=C1)C (4-dimethylaminopyridine). Solvent: C1CCOC1 (THF). Product: ClC1=CC=C2C(=CNC2=C1)C=1CCN(CC1)C(=O)C1CCC2=C1C=1C=CNC1C=C2 (8-[4-(6-Chloro-1H-indol-3-yl)-1,2,3,6-tetrahydropyridin-1-ylcarbonyl]-3,6,7,8-tetrahydrocyclopent[e]indole). The yield is 38.5%. Reaction SMILES: [CH:1]1[C:9]2[C:8]3[CH:10]([C:13]([OH:15])=O)[CH2:11][CH2:12][C:7]=3[CH:6]=[CH:5][C:4]=2[NH:3][CH:2]=1.[Cl:16][C:17]1[CH:25]=[C:24]2[C:20]([C:21]([C:26]3[CH2:27][CH2:28][NH:29][CH2:30][CH:31]=3)=[CH:22][NH:23]2)=[CH:19][CH:18]=1.C1(N=C=NC2CCCCC2)CCCCC1>CN(C)C1C=CN=CC=1.C1COCC1>[Cl:16][C:17]1[CH:25]=[C:24]2[C:20]([C:21]([C:26]3[CH2:27][CH2:28][N:29]([C:13]([CH:10]4[C:8]5[C:9]6[CH:1]=[CH:2][NH:3][C:4]=6[CH:5]=[CH:6][C:7]=5[CH2:12][CH2:11]4)=[O:15])[CH2:30][CH:31]=3)=[CH:22][NH:23]2)=[CH:19][CH:18]=1. Reported procedure: A solution of 14a (1.4 g), 6-chloro-3-(1,2,3,6-tetrahydropyridin-4-yl)-1-H-indole (1.6 g), dicyclohexylcarbodiimid (1.9 g), and 4-dimethylaminopyridine (0.1 g) in THF (100 ml) was stirred for 24 hours at room temperature. The mixture was filtered and evaporated in vacuo. The residue was purified on silica gel eluted with ethyl acetate-heptane (3:2) giving 1.1 g of the title product as an amorpheous powder. Starting materials: ClCCCS(=O)(=O)N1CCC(CC1)C1=CNC2=C(C=C(C=C12)C1=CC=CC=C1)C(=O)N (3-{1-[(3-chloropropyl)sulfonyl]-4-piperidinyl}-5-phenyl-1H-indole-7-carboxamide), [I-].[Na+] (sodium iodide), C1(CC1)CO (cyclopropylmethanol), C(=O)([O-])[O-].[K+].[K+] (K2CO3). Yields the product C1(CC1)COCCCS(=O)(=O)N1CCC(CC1)C1=CNC2=C(C=C(C=C12)C1=CC=CC=C1)C(=O)N (3-[1-({3-[(cyclopropylmethyl)oxy]propyl}sulfonyl)-4-piperidinyl]-5-phenyl-1H-indole-7-carboxamide). The yield is 12.1%. Reaction SMILES: Cl[CH2:2][CH2:3][CH2:4][S:5]([N:8]1[CH2:13][CH2:12][CH:11]([C:14]2[C:22]3[C:17](=[C:18]([C:29]([NH2:31])=[O:30])[CH:19]=[C:20]([C:23]4[CH:28]=[CH:27][CH:26]=[CH:25][CH:24]=4)[CH:21]=3)[NH:16][CH:15]=2)[CH2:10][CH2:9]1)(=[O:7])=[O:6].[CH:32]1([CH2:35][OH:36])[CH2:34][CH2:33]1.C([O-])([O-])=O.[K+].[K+].[I-].[Na+]>>[CH:32]1([CH2:35][O:36][CH2:2][CH2:3][CH2:4][S:5]([N:8]2[CH2:13][CH2:12][CH:11]([C:14]3[C:22]4[C:17](=[C:18]([C:29]([NH2:31])=[O:30])[CH:19]=[C:20]([C:23]5[CH:28]=[CH:27][CH:26]=[CH:25][CH:24]=5)[CH:21]=4)[NH:16][CH:15]=3)[CH2:10][CH2:9]2)(=[O:7])=[O:6])[CH2:34][CH2:33]1 |f:2.3.4,5.6|. Reported procedure: Following the general procedure of example 159, 3-{1-[(3-chloropropyl)sulfonyl]-4-piperidinyl}-5-phenyl-1H-indole-7-carboxamide (40.0 mg, 0.087 mmol), cyclopropylmethanol (72 mg, 0.87 mmol), K2CO3 (35.0 mg, 0.35 mmol) and sodium iodide (0.5 mg) were reacted to give the title compound (5.2 mg, 12%). The reactants are C1(CC1)N (cyclopropyl amine), ClCCl (dichloromethane), C(C)OC(C1=C(C=C(C=C1)C#CC1=CC=2C(CCC(C2C=C1)=O)(C)C)F)=O (2-fluoro-4-(8,8-dimethyl-5-oxo-5,6,7,8-tetrahydro-naphthalen-2-ylethynyl)benzoic acid ethyl ester), C(C)OC(C1=C(C=C(C=C1)C#CC1=CC=2C(CCC(C2C=C1)=O)(C)C)F)=O (2-fluoro-4-(8,8-dimethyl-5-oxo-5,6,7,8-tetrahydro-naphthalen-2-ylethynyl)benzoic acid ethyl ester), C(#N)[BH3-].[Na+] (sodium cyanoborohydride). Solvent: C(C)#N (acetonitrile), C(C)(=O)OCC (ethyl acetate), C(C)(=O)O (acetic acid), CCCCCC (hexane). Yields the product FC1=C(C(=O)O)C=CC(=C1)C#CC1=CC=2C(CCC(C2C=C1)=O)(C)C (2-Fluoro-4-(8,8-dimethyl-5-oxo-5,6,7,8-tetrahydro-naphthalen-2yl-ethynyl)-benzoic acid), oil. Yield: 82.0%. RXN SMILES: C([O:3][C:4](=[O:27])[C:5]1[CH:10]=[CH:9][C:8]([C:11]#[C:12][C:13]2[CH:22]=[CH:21][C:20]3[C:19](=[O:23])[CH2:18][CH2:17][C:16]([CH3:25])([CH3:24])[C:15]=3[CH:14]=2)=[CH:7][C:6]=1[F:26])C.ClCCl.C1(N)CC1.C([BH3-])#N.[Na+]>CCCCCC.C(OCC)(=O)C.C(O)(=O)C.C(#N)C>[F:26][C:6]1[CH:7]=[C:8]([C:11]#[C:12][C:13]2[CH:22]=[CH:21][C:20]3[C:19](=[O:23])[CH2:18][CH2:17][C:16]([CH3:25])([CH3:24])[C:15]=3[CH:14]=2)[CH:9]=[CH:10][C:5]=1[C:4]([OH:27])=[O:3] |f:3.4|. Procedure: Following general procedure G and using 2-fluoro-4-(8,8-dimethyl-5-oxo-5,6,7,8-tetrahydro-naphthalene-2-ylethynyl)-benzoic acid ethyl ester (Compound 9, 0.132 g, 0.3 mmol), dichloromethane (4 mL), acetonitrile(2 mL), cyclopropyl amine(1 mL, 14.45 mmol), acetic acid (1 mL)and sodium cyanoborohydride (0.18 g, 2.86 mmol) followed by flash column chromatography over silica gel (230-400 mesh) using 16-20% ethyl acetate in hexane as the eluent, the title compound was obtained as a pale yellow oil (0.1... Starting materials: CC(C)(OC(=O)N1CCNCC1)C (1-(1,1-dimethylethyloxycarbonyl)piperazine), CN(C(=O)Cl)C (dimethylcarbamylchloride), C(O)([O-])=O.[Na+] (sodium hydrogencarbonate). The solvent is ClCCl (dichloromethane), C(C)N(CC)CC (triethylamine), ClCCl (dichloromethane). The product is CC(C)(OC(=O)N1CCN(CC1)C(=O)N(C)C)C (1-(1,1-dimethylethyloxycarbonyl)-4-(dimethylaminocarbonyl)piperazine). RXN SMILES: [CH3:1][C:2]([CH3:13])([O:4][C:5]([N:7]1[CH2:12][CH2:11][NH:10][CH2:9][CH2:8]1)=[O:6])[CH3:3].[CH3:14][N:15]([CH3:19])[C:16](Cl)=[O:17].C(=O)([O-])O.[Na+]>ClCCl.C(N(CC)CC)C>[CH3:3][C:2]([CH3:13])([O:4][C:5]([N:7]1[CH2:8][CH2:9][N:10]([C:16]([N:15]([CH3:19])[CH3:14])=[O:17])[CH2:11][CH2:12]1)=[O:6])[CH3:1] |f:2.3|. Procedure details: To a solution of 1.92 g 1-(1,1-dimethylethyloxycarbonyl)piperazine in 11 mL of dichloromethane and 1.5 mL of triethylamine at room temperature w,as added dropwise 1 mL of dimethylcarbamylchloride. After 16 hours 5% aqueous sodium hydrogencarbonate and dichloromethane were added, the organic layer separated, dried over magnesium sulfate and concentrated. Column chromatography on silica gel (dichloromethane/methanol=95/5 v/v) yielded 1.34 g 1-(1,1-dimethylethyloxycarbonyl)-4-(dimethylaminocarbonyl... Reactants: CCC(NC(=O)OC(C)(C)C)C(=O)O, ClCCl, Fc1nc(F)nc(F)n1, O, c1ccncc1. The product is CCC(NC(=O)OC(C)(C)C)C(=O)F. RXN SMILES: [C:1]([CH3:2])([CH3:3])([CH3:4])[O:5][C:6](=[O:7])[NH:8][CH:9]([C:10](=[O:11])[OH:12])[CH2:13][CH3:14].[Cl:31][CH2:32][Cl:33].[F:21][c:22]1[n:23][c:24]([F:25])[n:26][c:27]([F:28])[n:29]1.[OH2:30].[cH:15]1[cH:16][cH:17][n:18][cH:19][cH:20]1>>[C:1]([CH3:2])([CH3:3])([CH3:4])[O:5][C:6](=[O:7])[NH:8][CH:9]([C:10](=[O:11])[F:21])[CH2:13][CH3:14]. The reactants are COC(=O)c1ccncc1, CI, CO. Yields the product COC(=O)c1cc[n+](C)cc1, [I-]. Reaction SMILES: [C:1]([c:2]1[cH:3][cH:4][n:5][cH:6][cH:7]1)(=[O:8])[O:9][CH3:10].[CH3:11][I:12].[CH3:13][OH:14]>>[C:1]([c:2]1[cH:3][cH:4][n+:5]([CH3:11])[cH:6][cH:7]1)(=[O:8])[O:9][CH3:10].[I-:12]. Reactants: BrC1=CC2=CC=CC=C2C=C1 (2-bromonapthalene), C(CCC)[Li] (n-butyllithium), COC1=CC(CC1)=O (3-methoxy-2-cyclopenten-1-one). Run in O1CCCC1 (tetrahydrofuran), O1CCCC1 (tetrahydrofuran). Reaction conditions: temperature -20 celsius, time 15 minute. The product is C1=C(C=CC2=CC=CC=C12)C1=CC(CC1)=O (3-naphthalen-2-yl-cyclopent-2-enone). Reaction SMILES: Br[C:2]1[CH:11]=[CH:10][C:9]2[C:4](=[CH:5][CH:6]=[CH:7][CH:8]=2)[CH:3]=1.C([Li])CCC.C[O:18][C:19]1[CH2:23][CH2:22][C:21](=O)[CH:20]=1>O1CCCC1>[CH:3]1[C:4]2[C:9](=[CH:8][CH:7]=[CH:6][CH:5]=2)[CH:10]=[CH:11][C:2]=1[C:21]1[CH2:22][CH2:23][C:19](=[O:18])[CH:20]=1. Procedure details: A solution of 2-bromonapthalene (8.03 g, 38.8 mmol) in anhydrous tetrahydrofuran (200 mL) at −78° C. was treated with a solution of n-butyllithium (1.6 M in hexane; 26.9 mL, 43.0 mmol, 1.1 eq.) such that the reaction temperature remained at −78° C. After 15 min, a solution of 3-methoxy-2-cyclopenten-1-one (5.0 g, 44.6 mmol, 1.1 eq.) in anhydrous tetrahydrofuran (50 mL) was added such that the reaction temperature remained below −78° C. The reaction was warmed to −20° C. over 2 h, quenched with a...